This data is from the Open Reaction Database (ORD), a public repository of structured organic reaction records. The task is: describe an organic reaction: reactants, conditions, products, and yield The reactants are CO, COC(=O)C(CC(C)C)NC(C(=O)N(C)C)c1ccc(F)cc1F, [Li+], [OH-], O. Yields the product CC(C)CC(NC(C(=O)N(C)C)c1ccc(F)cc1F)C(=O)O. As a reaction SMILES: [CH3:27][OH:28].[F:1][c:2]1[c:3]([CH:9]([C:10](=[O:11])[N:12]([CH3:13])[CH3:14])[NH:15][CH:16]([CH2:17][CH:18]([CH3:19])[CH3:20])[C:21](=[O:22])[O:23][CH3:24])[cH:4][cH:5][c:6]([F:8])[cH:7]1.[Li+:25].[OH-:26].[OH2:29]>>[F:1][c:2]1[c:3]([CH:9]([C:10](=[O:11])[N:12]([CH3:13])[CH3:14])[NH:15][CH:16]([CH2:17][CH:18]([CH3:19])[CH3:20])[C:21](=[O:22])[OH:23])[cH:4][cH:5][c:6]([F:8])[cH:7]1. The reactants are CC(C)(C)OC(=O)N1CCCC(O)C1c1ccccc1, O=C([O-])O, Cc1nnnn1-c1cc(COS(C)(=O)=O)cc(C(F)(F)F)c1, CN(C)C=O, [H-], [Na+], [Na+], O. The product is Cc1nnnn1-c1cc(COC2CCCN(C(=O)OC(C)(C)C)C2c2ccccc2)cc(C(F)(F)F)c1. Reaction SMILES: [C:3]([CH3:4])([CH3:5])([CH3:6])[O:7][C:8](=[O:9])[N:10]1[CH:11]([c:17]2[cH:18][cH:19][cH:20][cH:21][cH:22]2)[CH:12]([OH:16])[CH2:13][CH2:14][CH2:15]1.[C:45](=[O:46])([O-:47])[OH:48].[CH3:23][S:24]([O:25][CH2:28][c:29]1[cH:30][c:31](-[n:39]2[n:40][n:41][n:42][c:43]2[CH3:44])[cH:32][c:33]([C:35]([F:36])([F:37])[F:38])[cH:34]1)(=[O:26])=[O:27].[CH3:50][N:51]([CH3:52])[CH:53]=[O:54].[H-:1].[Na+:2].[Na+:49].[OH2:55]>>[C:3]([CH3:4])([CH3:5])([CH3:6])[O:7][C:8](=[O:9])[N:10]1[CH:11]([c:17]2[cH:18][cH:19][cH:20][cH:21][cH:22]2)[CH:12]([O:16][CH2:28][c:29]2[cH:30][c:31](-[n:39]3[n:40][n:41][n:42][c:43]3[CH3:44])[cH:32][c:33]([C:35]([F:36])([F:37])[F:38])[cH:34]2)[CH2:13][CH2:14][CH2:15]1. Reactants: CC(=O)NCSCC(C)C(=O)N1CCCC1C(=O)O, CC(=O)O, O, S. Product: CC(CS)C(=O)N1CCCC1C(=O)O. RXN SMILES: [C:1]([NH:2][CH2:3][S:6][CH2:7][CH:8]([C:9](=[O:10])[N:11]1[CH:12]([C:13](=[O:14])[OH:15])[CH2:16][CH2:17][CH2:18]1)[CH3:19])(=[O:4])[CH3:5].[CH3:21][C:22](=[O:23])[OH:24].[OH2:25].[SH2:20]>>[SH:6][CH2:7][CH:8]([C:9](=[O:10])[N:11]1[CH:12]([C:13](=[O:14])[OH:15])[CH2:16][CH2:17][CH2:18]1)[CH3:19]. Starting materials: C1(=CC=CC=C1)C=1N=C(OC1C1=CC=CC=C1)C=1C(CCCC1)CC=1C=C(C(=O)N[C@H](C(=O)O)CC2=CC=CC=C2)C=CC1 ((2S)-2-{3-{[2-(4,5-diphenyloxazol-2-yl)-2-cyclohexen-1-yl)methyl}benzoylamino}-3-phenylpropionic acid), [OH-].[Na+] (sodium hydroxide). The solvent is CO (MeOH). Reaction conditions: time 30 minute. Product: C1(=CC=CC=C1)C=1N=C(OC1C1=CC=CC=C1)C=1C(CCCC1)CC=1C=C(C(=O)N[C@H](C(=O)[O-])CC2=CC=CC=C2)C=CC1.[Na+] (sodium (2S)-2-{3-{[2-(4,5-diphenyloxazol-2-yl)-2-cyclohexen-1-yl]methyl}benzoylamino}-3-phenylpropionate). The yield is 95.5%. As a reaction SMILES: [C:1]1([C:7]2[N:8]=[C:9]([C:18]3[CH:19]([CH2:24][C:25]4[CH:26]=[C:27]([CH:42]=[CH:43][CH:44]=4)[C:28]([NH:30][C@@H:31]([CH2:35][C:36]4[CH:41]=[CH:40][CH:39]=[CH:38][CH:37]=4)[C:32]([OH:34])=[O:33])=[O:29])[CH2:20][CH2:21][CH2:22][CH:23]=3)[O:10][C:11]=2[C:12]2[CH:17]=[CH:16][CH:15]=[CH:14][CH:13]=2)[CH:6]=[CH:5][CH:4]=[CH:3][CH:2]=1.[OH-].[Na+:46]>CO>[C:1]1([C:7]2[N:8]=[C:9]([C:18]3[CH:19]([CH2:24][C:25]4[CH:26]=[C:27]([CH:42]=[CH:43][CH:44]=4)[C:28]([NH:30][C@@H:31]([CH2:35][C:36]4[CH:37]=[CH:38][CH:39]=[CH:40][CH:41]=4)[C:32]([O-:34])=[O:33])=[O:29])[CH2:20][CH2:21][CH2:22][CH:23]=3)[O:10][C:11]=2[C:12]2[CH:13]=[CH:14][CH:15]=[CH:16][CH:17]=2)[CH:2]=[CH:3][CH:4]=[CH:5][CH:6]=1.[Na+:46] |f:1.2,4.5|. Reported procedure: To a solution of (2S)-2-{3-{[2-(4,5-diphenyloxazol-2-yl)-2-cyclohexen-1-yl)methyl}benzoylamino}-3-phenylpropionic acid (85.4 mg, 0.147 mmol) in MeOH (3 ml) was added 1N sodium hydroxide (0.147 ml, 0.147 mmol) at 5° C . The reaction mixture was stirred at the same temperature for 30 minutes, and evaporated in vacuo. To the residue was added ethyl ether, and the resulting solid was collected by filtration to give sodium (2S)-2-{3-{[2-(4,5-diphenyloxazol-2-yl)-2-cyclohexen-1-yl]methyl}benzoylamino}...